Dataset: the Open Reaction Database (ORD), a public repository of structured organic reaction records. Task: describe an organic reaction: reactants, conditions, products, and yield Procedure details: 5-(4-Chloro-phenyl)-6-cyclopropylmethoxy-nicotinic acid (21.5 g, 0.071 mol) was dissolved in DMF (655 mL). To the solution was added TBTU (25 g, 0.078 mol), N,N-diisopropylethyl amine (60.5 mL, 0.35 mol) and (1R,2R)-2-amino-cyclohexanol (11.8 g, 0.078 mol). The reaction mixture was stirred for 16 h at room temperature. The solvent was evaporated in vacuo and the residue was purified by column chromatography on silica (n-heptane/ethyl acetate gradient) to yield 21.7 g of the title compound as a w... Starting materials: CN(C)C(=[N+](C)C)ON1C2=C(C=CC=C2)N=N1.[B-](F)(F)(F)F (TBTU), C(C)(C)N(C(C)C)CC (N,N-diisopropylethyl amine), N[C@H]1[C@@H](CCCC1)O ((1R,2R)-2-amino-cyclohexanol), ClC1=CC=C(C=C1)C=1C(=NC=C(C(=O)O)C1)OCC1CC1 (5-(4-Chloro-phenyl)-6-cyclopropylmethoxy-nicotinic acid). As a reaction SMILES: [Cl:1][C:2]1[CH:7]=[CH:6][C:5]([C:8]2[C:9]([O:17][CH2:18][CH:19]3[CH2:21][CH2:20]3)=[N:10][CH:11]=[C:12]([CH:16]=2)[C:13]([OH:15])=O)=[CH:4][CH:3]=1.CN(C(ON1N=NC2C=CC=CC1=2)=[N+](C)C)C.[B-](F)(F)(F)F.C(N(CC)C(C)C)(C)C.[NH2:53][C@@H:54]1[CH2:59][CH2:58][CH2:57][CH2:56][C@H:55]1[OH:60]>CN(C=O)C>[Cl:1][C:2]1[CH:3]=[CH:4][C:5]([C:8]2[C:9]([O:17][CH2:18][CH:19]3[CH2:21][CH2:20]3)=[N:10][CH:11]=[C:12]([CH:16]=2)[C:13]([NH:53][C@@H:54]2[CH2:59][CH2:58][CH2:57][CH2:56][C@H:55]2[OH:60])=[O:15])=[CH:6][CH:7]=1 |f:1.2|. Run in CN(C)C=O (DMF). The yield is 76.2%. Run at time 16 hour. Product: ClC1=CC=C(C=C1)C=1C(=NC=C(C(=O)N[C@H]2[C@@H](CCCC2)O)C1)OCC1CC1 (5-(4-Chloro-phenyl)-6-cyclopropylmethoxy-N-((1R,2R)-2-hydroxy-cyclohexyl)-nicotinamide).